This data is from the Open Reaction Database (ORD), a public repository of structured organic reaction records. The task is: describe an organic reaction: reactants, conditions, products, and yield The reactants are C1COCCN1, CNC(C(=O)NC(C(=O)N(C)C(C=C(C)C(=O)O)C(C)C)C(C)(C)C)C(C)(C)c1cccc(C)c1, CCN=C=NCCCN(C)C, CC#N, Cl, Oc1cccc2[nH]nnc12. Product: CNC(C(=O)NC(C(=O)N(C)C(C=C(C)C(=O)N1CCOCC1)C(C)C)C(C)(C)C)C(C)(C)c1cccc(C)c1. Reaction SMILES: [CH2:58]1[CH2:59][O:60][CH2:61][CH2:62][NH:63]1.[CH3:1][NH:2][CH:3]([C:4]([c:5]1[cH:6][c:7]([CH3:11])[cH:8][cH:9][cH:10]1)([CH3:12])[CH3:13])[C:14](=[O:15])[NH:16][CH:17]([C:18]([CH3:19])([CH3:20])[CH3:21])[C:22](=[O:23])[N:24]([CH3:25])[CH:26]([CH:27]=[C:28]([CH3:29])[C:30](=[O:31])[OH:32])[CH:33]([CH3:34])[CH3:35].[CH3:47][N:48]([CH3:49])[CH2:50][CH2:51][CH2:52][N:53]=[C:54]=[N:55][CH2:56][CH3:57].[CH3:64][C:65]#[N:66].[ClH:46].[OH:36][c:37]1[c:38]2[n:39][n:40][nH:41][c:42]2[cH:43][cH:44][cH:45]1>>[CH3:1][NH:2][CH:3]([C:4]([c:5]1[cH:6][c:7]([CH3:11])[cH:8][cH:9][cH:10]1)([CH3:12])[CH3:13])[C:14](=[O:15])[NH:16][CH:17]([C:18]([CH3:19])([CH3:20])[CH3:21])[C:22](=[O:23])[N:24]([CH3:25])[CH:26]([CH:27]=[C:28]([CH3:29])[C:30](=[O:31])[N:63]1[CH2:58][CH2:59][O:60][CH2:61][CH2:62]1)[CH:33]([CH3:34])[CH3:35]. Reactants: NC(C(=C(SC)NC=1C=C(C(=O)O)C=CC1)C#N)=O (3-((3-amino-2-cyano-1-(methylthio)-3-oxoprop-1-en-1-yl)amino)benzoic acid), O.NN (hydrazine hydrate), CCO (EtOH). Run at temperature 75 celsius. Yields the product NC1=C(C(=NN1)NC1=CC=C(C(=O)O)C=C1)C(N)=O (4-((5-amino-4-carbamoyl-1H-pyrazol-3-yl)amino)benzoic acid). Reaction SMILES: [NH2:1][C:2](=[O:19])[C:3]([C:17]#[N:18])=[C:4]([NH:7][C:8]1[CH:9]=[C:10]([CH:14]=[CH:15][CH:16]=1)C(O)=O)SC.[OH2:20].[NH2:21][NH2:22].C[CH2:24][OH:25]>>[NH2:18][C:17]1[NH:22][N:21]=[C:4]([NH:7][C:8]2[CH:16]=[CH:15][C:14]([C:24]([OH:25])=[O:20])=[CH:10][CH:9]=2)[C:3]=1[C:2](=[O:19])[NH2:1] |f:1.2|. Reported procedure: 3-((3-amino-2-cyano-1-(methylthio)-3-oxoprop-1-en-1-yl)amino)benzoic acid was then suspended in 10 mL EtOH and hydrazine hydrate (124 μL, 1.0 eq.) was added dropwise. Reaction was heated at 75° C. until intermediate was absent (HPLC). Once intermediate was absent (18 hrs), reaction was brought to room temperature and filtered to obtain 4-((5-amino-4-carbamoyl-1H-pyrazol-3-yl)amino)benzoic acid as a yellow powder. Product was allowed to dry under vacuum for 1 hr.